From a dataset of the Open Reaction Database (ORD), a public repository of structured organic reaction records. describe an organic reaction: reactants, conditions, products, and yield Reactants: ClC(Cl)Cl, Cc1ccc(S(=O)(=O)N2C(CCCCl)CCC2c2ccc(F)cc2)cc1, c1c[nH]cn1. Product: Cc1ccc(S(=O)(=O)N2C(CCCn3ccnc3)CCC2c2ccc(F)cc2)cc1. As a reaction SMILES: [CH:32]([Cl:33])([Cl:34])[Cl:35].[Cl:1][CH2:2][CH2:3][CH2:4][CH:5]1[N:6]([S:17](=[O:18])(=[O:19])[c:20]2[cH:21][cH:22][c:23]([CH3:26])[cH:24][cH:25]2)[CH:7]([c:10]2[cH:11][cH:12][c:13]([F:16])[cH:14][cH:15]2)[CH2:8][CH2:9]1.[nH:27]1[cH:28][n:29][cH:30][cH:31]1>>[CH2:2]([CH2:3][CH2:4][CH:5]1[N:6]([S:17](=[O:18])(=[O:19])[c:20]2[cH:21][cH:22][c:23]([CH3:26])[cH:24][cH:25]2)[CH:7]([c:10]2[cH:11][cH:12][c:13]([F:16])[cH:14][cH:15]2)[CH2:8][CH2:9]1)[n:27]1[cH:28][n:29][cH:30][cH:31]1. Reactants: C(C1=CC=CC=C1)(=O)OC(C(=O)OC)=CC1=CC2=CN(N=C2C(=C1)C)COCC[Si](C)(C)C (1-methoxy-3-(7-methyl-2-((2-(trimethylsilyl)ethoxy)methyl)-2H-indazol-5-yl)-1-oxoprop-2-en-2-yl benzoate), CO (methanol), [H][H] (hydrogen), O.[OH-].[Li+] (lithium hydroxide monohydrate). Conditions: temperature 0 celsius, time 6 hour. The solvent is O (water). Procedure details: A Parr bottle was charged with 1-methoxy-3-(7-methyl-2-((2-(trimethylsilyl)ethoxy)methyl)-2H-indazol-5-yl)-1-oxoprop-2-en-2-yl benzoate (1.0 g, 2.14 mmol), methanol (15 mL), and palladium (10% on charcoal, 100 mg). The Parr shaker was pressurized to 60 psi of hydrogen and shaken for 6 h. The reaction was filtered through celite and concentrated. The resulting residue was dissolved in tetrahydrofuran (8 mL) and methanol (8 mL) and cooled to 0° C. To this was added a solution of lithium hydroxide ... Reaction SMILES: C([O:9][C:10](=[CH:15][C:16]1[CH:24]=[C:23]([CH3:25])[C:22]2[C:18](=[CH:19][N:20]([CH2:26][O:27][CH2:28][CH2:29][Si:30]([CH3:33])([CH3:32])[CH3:31])[N:21]=2)[CH:17]=1)[C:11]([O:13]C)=[O:12])(=O)C1C=CC=CC=1.CO.[H][H].O.[OH-].[Li+]>O.[Pd]>[OH:9][CH:10]([CH2:15][C:16]1[CH:24]=[C:23]([CH3:25])[C:22]2[C:18](=[CH:19][N:20]([CH2:26][O:27][CH2:28][CH2:29][Si:30]([CH3:32])([CH3:31])[CH3:33])[N:21]=2)[CH:17]=1)[C:11]([OH:13])=[O:12] |f:3.4.5|. The reagents and catalysts are [Pd] (palladium). The product is OC(C(=O)O)CC1=CC2=CN(N=C2C(=C1)C)COCC[Si](C)(C)C ((±)-2-Hydroxy-3-(7-methyl-2-((2-(trimethylsilyl)ethoxy)methyl)-2H-indazol-5-yl)propanoic acid).